Dataset: the Open Reaction Database (ORD), a public repository of structured organic reaction records. Task: describe an organic reaction: reactants, conditions, products, and yield Reactants: COC(=O)C=Cc1cc(CC(=O)O)ccc1OCc1ccccc1, CNCCc1ccccc1, ClCCl. Yields the product COC(=O)C=Cc1cc(CC(=O)N(C)CCc2ccccc2)ccc1OCc1ccccc1. RXN SMILES: [C:1](=[O:2])([O:3][CH3:4])[CH:5]=[CH:6][c:7]1[cH:8][c:9]([CH2:21][C:22](=[O:23])[OH:24])[cH:10][cH:11][c:12]1[O:13][CH2:14][c:15]1[cH:16][cH:17][cH:18][cH:19][cH:20]1.[CH3:25][NH:26][CH2:27][CH2:28][c:29]1[cH:30][cH:31][cH:32][cH:33][cH:34]1.[Cl:35][CH2:36][Cl:37]>>[C:1](=[O:2])([O:3][CH3:4])[CH:5]=[CH:6][c:7]1[cH:8][c:9]([CH2:21][C:22](=[O:24])[N:26]([CH3:25])[CH2:27][CH2:28][c:29]2[cH:30][cH:31][cH:32][cH:33][cH:34]2)[cH:10][cH:11][c:12]1[O:13][CH2:14][c:15]1[cH:16][cH:17][cH:18][cH:19][cH:20]1. Reactants: C1OC=2C=C(C=CC2O1)CC(=O)OC (methyl 3,4-methylenedioxyphenylacetate), C1(=CC=C(C=C1)C(=O)Cl)C (4-toluoyl chloride). Run in C(Cl)Cl (CH2Cl2), Cl[Sn](Cl)(Cl)Cl (SnCl4). The product is CC1=CC=C(C(=O)C2=C(C=C3C(=C2)OCO3)CC(=O)OC)C=C1 (Methyl 2-(4-Methylbenzoyl)-4,5-methylenedioxyphenylacetate). RXN SMILES: [CH2:1]1[O:9][C:8]2[CH:7]=[CH:6][C:5]([CH2:10][C:11]([O:13][CH3:14])=[O:12])=[CH:4][C:3]=2[O:2]1.[C:15]1([CH3:24])[CH:20]=[CH:19][C:18]([C:21](Cl)=[O:22])=[CH:17][CH:16]=1>C(Cl)Cl.Cl[Sn](Cl)(Cl)Cl>[CH3:24][C:15]1[CH:20]=[CH:19][C:18]([C:21]([C:6]2[CH:7]=[C:8]3[O:9][CH2:1][O:2][C:3]3=[CH:4][C:5]=2[CH2:10][C:11]([O:13][CH3:14])=[O:12])=[O:22])=[CH:17][CH:16]=1. Procedure: The title compound was prepared from methyl 3,4-methylenedioxyphenylacetate (319 mg, 1.64 mmol) in CH2Cl2 (5 mL), SnCl4 (1.0M solution in CH2Cl2 ; 3.5 mL mmol) and 4-toluoyl chloride (260 μL, 1.97 mmol) as an oily solid (90 mg, 18%). 1H NMR (CDCl3) 7.69 (d, 2H, J=8.0), 7.24 (d, 2H, J=8.0), 6.88 (s, 1H), 6.83 (s, (s, 2H), 3.78 (s, 2H), 3.60 (s, 3H), 2.43 (s, 3H). The reactants are CCOC(=O)CBr, NC1CCc2ccc(C(F)(F)F)cc2CC1, c1ccccc1. Product: CCOC(=O)CNC1CCc2ccc(C(F)(F)F)cc2CC1. RXN SMILES: [Br:17][CH2:18][C:19](=[O:20])[O:21][CH2:22][CH3:23].[F:1][C:2]([c:3]1[cH:4][cH:5][c:6]2[c:7]([cH:14]1)[CH2:8][CH2:9][CH:10]([NH2:13])[CH2:11][CH2:12]2)([F:15])[F:16].[cH:24]1[cH:25][cH:26][cH:27][cH:28][cH:29]1>>[F:1][C:2]([c:3]1[cH:4][cH:5][c:6]2[c:7]([cH:14]1)[CH2:8][CH2:9][CH:10]([NH:13][CH2:18][C:19](=[O:20])[O:21][CH2:22][CH3:23])[CH2:11][CH2:12]2)([F:15])[F:16]. Reactants: ClC1=C(C(=C(C=C1)NC(=O)NC1=C(C(=CC=C1)Cl)Cl)O)S(=O)(=O)N(CCOC)CCOC (N-[4-chloro-3-[N″,N″-di-(2-methoxyethyl)aminosulfonyl]-2-hydroxyphenyl]-N′(2,3-dichlorophenyl) urea), [Br-].[Al+3].[Br-].[Br-] (aluminum bromide). Product: ClC1=C(C(=C(C=C1)NC(=O)NC1=C(C(=CC=C1)Cl)Cl)O)S(=O)(=O)N(CCO)CCO (N-[4chloro-3-[N″,N″-di-(2-hydroxyethyl)aminosulfonyl]-2-hydroxyphenyl]-N′-(2,3-dichlorophenyl) urea). Isolated yield 14.3%. RXN SMILES: [Cl:1][C:2]1[CH:7]=[CH:6][C:5]([NH:8][C:9]([NH:11][C:12]2[CH:17]=[CH:16][CH:15]=[C:14]([Cl:18])[C:13]=2[Cl:19])=[O:10])=[C:4]([OH:20])[C:3]=1[S:21]([N:24]([CH2:29][CH2:30][O:31]C)[CH2:25][CH2:26][O:27]C)(=[O:23])=[O:22].[Br-].[Al+3].[Br-].[Br-]>>[Cl:1][C:2]1[CH:7]=[CH:6][C:5]([NH:8][C:9]([NH:11][C:12]2[CH:17]=[CH:16][CH:15]=[C:14]([Cl:18])[C:13]=2[Cl:19])=[O:10])=[C:4]([OH:20])[C:3]=1[S:21]([N:24]([CH2:29][CH2:30][OH:31])[CH2:25][CH2:26][OH:27])(=[O:23])=[O:22] |f:1.2.3.4|. Procedure details: Following the deprotection procedure outlined in example 58, N-[4-chloro-3-[N″,N″-di-(2-methoxyethyl)aminosulfonyl]-2-hydroxyphenyl]-N′(2,3-dichlorophenyl) urea (15 mg, 0.028 mmol) and aluminum bromide (18.7 mg, 0.07 mmol) were reacted to give the desired product (2 mg, 14%). LC-MS 500.0 (M+). Reactants: C(C)(=O)N1CC(C2=CC(=CC=C12)OC)CCNC(C)=O (N-[2-(1-acetyl-5-methoxyindolin-3-yl)ethyl]acetamide), bis(trifluoroacetoxyiodobenzene), [Cl-].[Na+] (sodium chloride). Solvent: ClCCl (dichloromethane), C(C)#N (acetonitrile). Conditions: time 1 minute. Product: C(C)(=O)N1CC(C2=CC(=C(C=C12)Cl)OC)CCNC(C)=O (N-[2-(1-acetyl-6-chloro-5-methoxyindolin-3-yl)ethyl]acetamide). As a reaction SMILES: [C:1]([N:4]1[C:12]2[C:7](=[CH:8][C:9]([O:13][CH3:14])=[CH:10][CH:11]=2)[CH:6]([CH2:15][CH2:16][NH:17][C:18](=[O:20])[CH3:19])[CH2:5]1)(=[O:3])[CH3:2].[Cl-:21].[Na+]>C(#N)C.ClCCl>[C:1]([N:4]1[C:12]2[C:7](=[CH:8][C:9]([O:13][CH3:14])=[C:10]([Cl:21])[CH:11]=2)[CH:6]([CH2:15][CH2:16][NH:17][C:18](=[O:20])[CH3:19])[CH2:5]1)(=[O:3])[CH3:2] |f:1.2|. Procedure: To a solution of N-[2-(1-acetyl-5-methoxyindolin-3-yl)ethyl]acetamide (0.29 mmol) in acetonitrile (1.5 ml) is added bis(trifluoroacetoxyiodobenzene) (PIFA 1.2 eq) and the medium is left stirring for 1 min at room temperature. Saturated sodium chloride solution (0.5 ml) is next added and, after 15 min, the mixture is diluted with dichloromethane (10 ml) and dried over magnesium sulphate. The crude product obtained after evaporation is chromatographed on a column of flash silica (5/95 methanol/dic... Procedure: 2,2-Bis-(4-chloro-phenyl)ethanol was reacted with 4-(4,4,5,5-tetramethyl-1,3,2-dioxaborolan-2-yl)-1H-pyrazole following the procedure set out in Example 1 to give the title compound. LC/MS: (PS-A2) Rt 2.72 [M+H]+ 299.00. Yields the product ClC1=CC=C(C=C1)C(CO)C1=CC=C(C=C1)C=1C=NNC1 (2-(4-Chloro-phenyl)-2-[4-(1H-pyrazol-4-yl)-phenyl]-ethanol). Reaction SMILES: Cl[C:2]1[CH:7]=[CH:6][C:5]([CH:8]([C:11]2[CH:16]=[CH:15][C:14]([Cl:17])=[CH:13][CH:12]=2)[CH2:9][OH:10])=[CH:4][CH:3]=1.CC1(C)C(C)(C)OB([C:26]2[CH:27]=[N:28][NH:29][CH:30]=2)O1>>[Cl:17][C:14]1[CH:15]=[CH:16][C:11]([CH:8]([C:5]2[CH:6]=[CH:7][C:2]([C:26]3[CH:27]=[N:28][NH:29][CH:30]=3)=[CH:3][CH:4]=2)[CH2:9][OH:10])=[CH:12][CH:13]=1. The reactants are ClC1=CC=C(C=C1)C(CO)C1=CC=C(C=C1)Cl (2,2-Bis-(4-chloro-phenyl)ethanol), CC1(OB(OC1(C)C)C=1C=NNC1)C (4-(4,4,5,5-tetramethyl-1,3,2-dioxaborolan-2-yl)-1H-pyrazole). The reactants are COC(=O)C(NC(=O)C(Cc1ccc(O)cc1)NC(=O)OC(C)(C)C)C(C)O, [K+], [OH-]. The product is CC(O)C(NC(=O)C(Cc1ccc(O)cc1)NC(=O)OC(C)(C)C)C(=O)O. As a reaction SMILES: [CH3:1][O:2][C:3]([CH:4]([NH:5][C:6]([CH:7]([NH:8][C:9](=[O:10])[O:11][C:12]([CH3:13])([CH3:14])[CH3:15])[CH2:16][c:17]1[cH:18][cH:19][c:20]([OH:23])[cH:21][cH:22]1)=[O:24])[CH:25]([OH:26])[CH3:27])=[O:28].[K+:30].[OH-:29]>>[O:2]=[C:3]([CH:4]([NH:5][C:6]([CH:7]([NH:8][C:9](=[O:10])[O:11][C:12]([CH3:13])([CH3:14])[CH3:15])[CH2:16][c:17]1[cH:18][cH:19][c:20]([OH:23])[cH:21][cH:22]1)=[O:24])[CH:25]([OH:26])[CH3:27])[OH:28]. Procedure: trans-N-methyl-N-formyl-4-nitroxycyclohexylamine from trans-N-methyl-4-nitroxycyclohexylamine melting point: 52°-54° C. (ether/isohexane), yield: 60% of theory. RXN SMILES: C[N:2]([C@H:5]1[CH2:10][CH2:9][C@H:8]([O:11][N+:12]([O-:14])=[O:13])[CH2:7][CH2:6]1)[CH:3]=[O:4].CN[C@H]1CC[C@H](O[N+]([O-])=O)CC1>>[CH:3]([NH:2][C@H:5]1[CH2:10][CH2:9][C@H:8]([O:11][N+:12]([O-:14])=[O:13])[CH2:7][CH2:6]1)=[O:4]. The yield is 60.0%. The product is C(=O)N[C@@H]1CC[C@H](CC1)O[N+](=O)[O-] (trans-N-formyl-4-nitroxycyclohexylamine). Starting materials: CN(C=O)[C@@H]1CC[C@H](CC1)O[N+](=O)[O-] (trans-N-methyl-N-formyl-4-nitroxycyclohexylamine), CN[C@@H]1CC[C@H](CC1)O[N+](=O)[O-] (trans-N-methyl-4-nitroxycyclohexylamine).